From a dataset of the Open Reaction Database (ORD), a public repository of structured organic reaction records. describe an organic reaction: reactants, conditions, products, and yield Reactants: C(C)(C)(C)OC(N(C=1N=CSC1)S(=O)(=O)C1=C(C=C(C=C1F)O[C@@H]1[C@H](CCCC1)C=1C(=NN(C1)C1OCCCC1)[N+](=O)[O-])F)=O (tert-butyl{[2,6-difluoro-4-({(1S*,2R*)-2-[3-nitro-1-(tetrahydro-2H-pyran-2-yl)-1H-pyrazol-4-yl]cyclohexyl}oxy)phenyl]sulfonyl}1,3-thiazol-4-ylcarbamate), FC(C(=O)O)(F)F (trifluoroacetic acid), ClCCl (dichloromethane). The solvent is CO (methanol). Product: FC1=C(C(=CC(=C1)O[C@@H]1[C@H](CCCC1)C=1C(=NNC1)[N+](=O)[O-])F)S(=O)(=O)NC=1N=CSC1 (2,6-Difluoro-4-{[(1S*,2R*)-2-(3-nitro-1H-pyrazol-4-yl)cyclohexyl]oxy}-N-(1,3-thiazol-4-yl)benzenesulfonamide). Yield: 54.1%. RXN SMILES: C(OC(=O)[N:7]([S:13]([C:16]1[C:21]([F:22])=[CH:20][C:19]([O:23][C@H:24]2[CH2:29][CH2:28][CH2:27][CH2:26][C@@H:25]2[C:30]2[C:31]([N+:41]([O-:43])=[O:42])=[N:32][N:33](C3CCCCO3)[CH:34]=2)=[CH:18][C:17]=1[F:44])(=[O:15])=[O:14])[C:8]1[N:9]=[CH:10][S:11][CH:12]=1)(C)(C)C.FC(F)(F)C(O)=O.ClCCl>CO>[F:22][C:21]1[CH:20]=[C:19]([O:23][C@H:24]2[CH2:29][CH2:28][CH2:27][CH2:26][C@@H:25]2[C:30]2[C:31]([N+:41]([O-:43])=[O:42])=[N:32][NH:33][CH:34]=2)[CH:18]=[C:17]([F:44])[C:16]=1[S:13]([NH:7][C:8]1[N:9]=[CH:10][S:11][CH:12]=1)(=[O:15])=[O:14]. Procedure details: The reaction and aftertreatment were conducted in the same manner as in Example 22c by using the tert-butyl{[2,6-difluoro-4-({(1S*,2R*)-2-[3-nitro-1-(tetrahydro-2H-pyran-2-yl)-1H-pyrazol-4-yl]cyclohexyl}oxy)phenyl]sulfonyl}1,3-thiazol-4-ylcarbamate (426 mg, 0.636 mmol) prepared in Example 116b, trifluoroacetic acid (1.0 mL), dichloromethane (1.0 mL) and methanol (0.1 mL), to yield the title compound (167 mg, 54%) as a colorless solid. Starting materials: [OH-].[Na+] (sodium hydroxide), COC=1C=C(C(=O)C2=NC=C3N2C=C(C=C3)C(=O)OC)C=CC1[N+](=O)[O-] (methyl 3-(3-methoxy-4-nitrobenzoyl)imidazo[1,5-a]pyridine-6-carboxylate). Solvent: O1CCOCC1 (dioxane), CO (methanol). Run at temperature 60 celsius. Product: COC=1C=C(C(=O)C2=NC=C3N2C=C(C=C3)C(=O)O)C=CC1[N+](=O)[O-] (3-(3-Methoxy-4-nitrobenzoyl)imidazo[1,5-a]pyridine-6-carboxylic acid). Reaction SMILES: [OH-].[Na+].[CH3:3][O:4][C:5]1[CH:6]=[C:7]([CH:23]=[CH:24][C:25]=1[N+:26]([O-:28])=[O:27])[C:8]([C:10]1[N:14]2[CH:15]=[C:16]([C:19]([O:21]C)=[O:20])[CH:17]=[CH:18][C:13]2=[CH:12][N:11]=1)=[O:9]>O1CCOCC1.CO>[CH3:3][O:4][C:5]1[CH:6]=[C:7]([CH:23]=[CH:24][C:25]=1[N+:26]([O-:28])=[O:27])[C:8]([C:10]1[N:14]2[CH:15]=[C:16]([C:19]([OH:21])=[O:20])[CH:17]=[CH:18][C:13]2=[CH:12][N:11]=1)=[O:9] |f:0.1|. Procedure: 1.64 ml (1.64 mmol) of a 1N aqueous sodium hydroxide solution are added to 530 mg (1.49 mmol) of methyl 3-(3-methoxy-4-nitrobenzoyl)imidazo[1,5-a]pyridine-6-carboxylate obtained in example 4 in a mixture of 20 ml of dioxane and 10 ml of methanol. The reaction medium is heated at 60° C. for 3 hours and then concentrated under reduced pressure. The residue is taken up in water and the aqueous phase obtained is washed with dichloromethane and then neutralized by addition of 1.64 ml of 1N hydrochlor... Reactants: C1(CC1)N(C(C1=CC=C(C=C1)C1=CN=CO1)=O)C1CCNCC1 (N-cyclopropyl-4-oxazol-5-yl-N-piperidin-4-yl-benzamide), ClC1=NC=C(C=N1)F (2-chloro-5-fluoro-pyrimidine). Product: C1(CC1)N(C(C1=CC=C(C=C1)C1=CN=CO1)=O)C1CCN(CC1)C1=NC=C(C=N1)F (N-Cyclopropyl-N-[1-(5-fluoro-pyrimidin-2-yl)-piperidin-4-yl]-4-oxazol-5-yl-benzamide). As a reaction SMILES: [CH:1]1([N:4]([CH:18]2[CH2:23][CH2:22][NH:21][CH2:20][CH2:19]2)[C:5](=[O:17])[C:6]2[CH:11]=[CH:10][C:9]([C:12]3[O:16][CH:15]=[N:14][CH:13]=3)=[CH:8][CH:7]=2)[CH2:3][CH2:2]1.Cl[C:25]1[N:30]=[CH:29][C:28]([F:31])=[CH:27][N:26]=1>>[CH:1]1([N:4]([CH:18]2[CH2:23][CH2:22][N:21]([C:25]3[N:30]=[CH:29][C:28]([F:31])=[CH:27][N:26]=3)[CH2:20][CH2:19]2)[C:5](=[O:17])[C:6]2[CH:7]=[CH:8][C:9]([C:12]3[O:16][CH:15]=[N:14][CH:13]=3)=[CH:10][CH:11]=2)[CH2:3][CH2:2]1. Procedure: The title compound is prepared from N-cyclopropyl-4-oxazol-5-yl-N-piperidin-4-yl-benzamide and 2-chloro-5-fluoro-pyrimidine following a procedure analogous to that described in Example 19. LC (method 5): tR=2.14 min; Mass spectrum (ESI+): m/z=408 [M+H]+. The reactants are N1C=NC(=C1)C=1C(=NOC1C)C1=CC=CC=C1 (4-(1H-imidazol-4-yl)-5-methyl-3-phenyl-isoxazole), C(#N)C1=CC=C(C=C1)B(O)O (4-cyanophenylboronic acid). Product: CC1=C(C(=NO1)C1=CC=CC=C1)C=1N=CN(C1)C1=CC=C(C#N)C=C1 (4-[4-(5-Methyl-3-phenyl-isoxazol-4-yl)-imidazol-1-yl]-benzonitrile). The yield is 37.0%. As a reaction SMILES: [NH:1]1[CH:5]=[C:4]([C:6]2[C:7]([C:12]3[CH:17]=[CH:16][CH:15]=[CH:14][CH:13]=3)=[N:8][O:9][C:10]=2[CH3:11])[N:3]=[CH:2]1.[C:18]([C:20]1[CH:25]=[CH:24][C:23](B(O)O)=[CH:22][CH:21]=1)#[N:19]>>[CH3:11][C:10]1[O:9][N:8]=[C:7]([C:12]2[CH:13]=[CH:14][CH:15]=[CH:16][CH:17]=2)[C:6]=1[C:4]1[N:3]=[CH:2][N:1]([C:23]2[CH:24]=[CH:25][C:20]([C:18]#[N:19])=[CH:21][CH:22]=2)[CH:5]=1. Reported procedure: As described for Example 3, 4-(1H-imidazol-4-yl)-5-methyl-3-phenyl-isoxazole (112.6 mg, 0.5 mmol) was converted, using 4-cyanophenylboronic acid instead of 4-fluorophenylboronic acid, to the title compound (60 mg, 37%) which was obtained as a white solid. MS (ESI): m/e=327.0 [M+H]+.